From a dataset of the Open Reaction Database (ORD), a public repository of structured organic reaction records. describe an organic reaction: reactants, conditions, products, and yield Reactants: Oc1ccc2ncc(Br)cc2c1, Cl, I[Cu]I, [I-], N, [Na+], C1COCCO1. Product: Oc1ccc2ncc(I)cc2c1. As a reaction SMILES: [Br:1][c:2]1[cH:3][n:4][c:5]2[cH:6][cH:7][c:8]([OH:12])[cH:9][c:10]2[cH:11]1.[ClH:16].[Cu:23]([I:24])[I:25].[I-:14].[NH3:15].[Na+:13].[O:17]1[CH2:18][CH2:19][O:20][CH2:21][CH2:22]1>>[c:2]1([I:14])[cH:3][n:4][c:5]2[cH:6][cH:7][c:8]([OH:12])[cH:9][c:10]2[cH:11]1. The reactants are COC(=O)CNc1cccc(Oc2ncnc3oc(-c4ccccc4)c(-c4ccc(OC)cc4)c23)c1, Cl, [Na+], C1COCCO1, [OH-]. The product is COc1ccc(-c2c(-c3ccccc3)oc3ncnc(Oc4cccc(NCC(=O)O)c4)c23)cc1. Reaction SMILES: [CH3:1][O:2][C:3]([CH2:4][NH:5][c:6]1[cH:7][c:8]([O:12][c:13]2[c:14]3[c:15]([n:16][cH:17][n:18]2)[o:19][c:20](-[c:30]2[cH:31][cH:32][cH:33][cH:34][cH:35]2)[c:21]3-[c:22]2[cH:23][cH:24][c:25]([O:28][CH3:29])[cH:26][cH:27]2)[cH:9][cH:10][cH:11]1)=[O:36].[ClH:39].[Na+:38].[O:40]1[CH2:41][CH2:42][O:43][CH2:44][CH2:45]1.[OH-:37]>>[O:2]=[C:3]([CH2:4][NH:5][c:6]1[cH:7][c:8]([O:12][c:13]2[c:14]3[c:15]([n:16][cH:17][n:18]2)[o:19][c:20](-[c:30]2[cH:31][cH:32][cH:33][cH:34][cH:35]2)[c:21]3-[c:22]2[cH:23][cH:24][c:25]([O:28][CH3:29])[cH:26][cH:27]2)[cH:9][cH:10][cH:11]1)[OH:36]. Starting materials: C(C1=CC=CC=C1)=O (benzaldehyde), ClC1C(C(C1(C)C)(C)C)=O (2-chloro-3,3,4,4-tetramethylcyclobutanone), [C-]#N (cyanide), CCCCCCC (n-heptane), cyanides. The solvent is O (water). Run at temperature 70 celsius. The product is CC1(C(C1(C)C)C(=O)OC(C1=CC=CC=C1)C#N)C (alpha-cyanobenzyl 2,2,3,3-tetramethylcyclopropane-carboxylate). Reaction SMILES: [CH:1](=[O:8])[C:2]1[CH:7]=[CH:6][CH:5]=[CH:4][CH:3]=1.Cl[CH:10]1[C:13]([CH3:15])([CH3:14])[C:12]([CH3:17])([CH3:16])[C:11]1=[O:18].[C-:19]#[N:20].CCCCCCC>O>[CH3:17][C:12]1([CH3:16])[C:13]([CH3:14])([CH3:15])[CH:10]1[C:11]([O:8][CH:1]([C:19]#[N:20])[C:2]1[CH:7]=[CH:6][CH:5]=[CH:4][CH:3]=1)=[O:18]. Procedure details: A 50-ml round-bottomed flask provided with a magnetic stirrer was charged with 10 mmol of benzaldehyde, 10 mmol of 2-chloro-3,3,4,4-tetramethylcyclobutanone, 12 mmol of a cyanide, 20 ml of n-heptane and 1 ml of water. The rection mixture was stirred vigorously at a temperature of 70° C. Two experiments were carried out in this manner. Table III states the cyanides used and presents the yields of the alpha-cyanobenzyl 2,2,3,3-tetramethylcyclopropane-carboxylate formed. Reactants: COCc1ccccc1-c1cccc2nc(Nc3ccc4c(c3)CCN(C(=O)OC(C)(C)C)CC4)nn12, ClCCl, O=C(O)C(F)(F)F. Product: COCc1ccccc1-c1cccc2nc(Nc3ccc4c(c3)CCNCC4)nn12. As a reaction SMILES: [C:1]([O:2][C:3](=[O:4])[N:8]1[CH2:9][CH2:10][c:11]2[c:12]([cH:15][c:16]([NH:19][c:20]3[n:21][n:22]4[c:23]([cH:24][cH:25][cH:26][c:27]4-[c:28]4[c:29]([CH2:34][O:35][CH3:36])[cH:30][cH:31][cH:32][cH:33]4)[n:37]3)[cH:17][cH:18]2)[CH2:13][CH2:14]1)([CH3:5])([CH3:6])[CH3:7].[Cl:45][CH2:46][Cl:47].[OH:38][C:39]([C:40]([F:41])([F:42])[F:43])=[O:44]>>[NH:8]1[CH2:9][CH2:10][c:11]2[c:12]([cH:15][c:16]([NH:19][c:20]3[n:21][n:22]4[c:23]([cH:24][cH:25][cH:26][c:27]4-[c:28]4[c:29]([CH2:34][O:35][CH3:36])[cH:30][cH:31][cH:32][cH:33]4)[n:37]3)[cH:17][cH:18]2)[CH2:13][CH2:14]1. Run at temperature -78 celsius, time 3 hour. Reaction SMILES: [CH3:1][O:2][C:3]([C:5]1[CH:13]=[C:12]2[C:8]([C:9]([Cl:14])=[CH:10][NH:11]2)=[CH:7][CH:6]=1)=[O:4].[Li+].CC([N-]C(C)C)C.[C:23]1([CH3:33])[CH:28]=[CH:27][C:26]([S:29](Cl)(=[O:31])=[O:30])=[CH:25][CH:24]=1>C1COCC1>[CH3:1][O:2][C:3]([C:5]1[CH:13]=[C:12]2[C:8]([C:9]([Cl:14])=[CH:10][N:11]2[S:29]([C:26]2[CH:27]=[CH:28][C:23]([CH3:33])=[CH:24][CH:25]=2)(=[O:31])=[O:30])=[CH:7][CH:6]=1)=[O:4] |f:1.2|. Run in C1CCOC1 (THF), C1CCOC1 (THF), hexanes. Yields the product COC(=O)C1=CC=C2C(=CN(C2=C1)S(=O)(=O)C1=CC=C(C=C1)C)Cl (3-Chloro-1-(toluene-4-sulfonyl)-1H-Indole-6-carboxylic acid methyl ester). The reactants are C1(=CC=C(C=C1)S(=O)(=O)Cl)C (p-Toluenesulfonyl chloride), COC(=O)C1=CC=C2C(=CNC2=C1)Cl (3-chloro-1H-indole-6-carboxylic acid methyl ester), [Li+].CC(C)[N-]C(C)C (LDA), solution. Yield: 58.5%. Reported procedure: To a solution of 3-chloro-1H-indole-6-carboxylic acid methyl ester (3.00 g, 17.1 mmol) in 40 mL of THF at −78° C. is added LDA(8.55 mL of a 2.0M solution in hexanes, 17.1 mmol) dropwise. The solution is stirred at −78° C. for 30 minutes p-Toluenesulfonyl chloride (3.43 g, 18.0 mmol) in 15 mL of THF is added dropwise and the resulting solution is stirred at −78° C. for 3 hours. The mixture is warmed to 0° C., quenched with saturated NaHCO3 solution and diluted with H2O and Et2O. The layers are se... The reactants are C[Si](C)(C)[N-][Si](C)(C)C.[K+] (KHMDS), C(C1=CC=CC=C1)N([C@@H](CC(=O)OC)C(=O)OC)C1=CC=CC=2C3=CC=CC=C3C(C12)C1=CC=CC=C1 (dimethyl N-benzyl-N-(9-phenylfluorenyl)-aspartate), dimethyl 3-ethyl N-benzyl-N-(9-phenylfluorenyl)-aspartate, C(C)OS(=O)(=O)C(F)(F)F (EtOTf). The solvent is C1CCOC1 (THF), C1CCOC1 (THF). Conditions: temperature -74 celsius, time 45 minute. Product: C(C)C([C@H](N(C1=CC=CC=2C3=CC=CC=C3C(C12)C1=CC=CC=C1)CC1=CC=CC=C1)C(=O)OC)C(=O)OC (Dimethyl 3-ethyl-N-benzyl-N-(9-phenylfluorenyl)-aspartate). As a reaction SMILES: C[Si]([N-][Si](C)(C)C)(C)C.[K+].[CH2:11]([N:18]([C:29]1[C:41]2[CH:40]([C:42]3[CH:47]=[CH:46][CH:45]=[CH:44][CH:43]=3)[C:39]3[C:34](=[CH:35][CH:36]=[CH:37][CH:38]=3)[C:33]=2[CH:32]=[CH:31][CH:30]=1)[C@H:19]([C:25]([O:27][CH3:28])=[O:26])[CH2:20][C:21]([O:23][CH3:24])=[O:22])[C:12]1[CH:17]=[CH:16][CH:15]=[CH:14][CH:13]=1.[CH2:48](OS(C(F)(F)F)(=O)=O)[CH3:49]>C1COCC1>[CH2:48]([CH:20]([C:21]([O:23][CH3:24])=[O:22])[C@@H:19]([C:25]([O:27][CH3:28])=[O:26])[N:18]([CH2:11][C:12]1[CH:17]=[CH:16][CH:15]=[CH:14][CH:13]=1)[C:29]1[C:41]2[CH:40]([C:42]3[CH:43]=[CH:44][CH:45]=[CH:46][CH:47]=3)[C:39]3[C:34](=[CH:35][CH:36]=[CH:37][CH:38]=3)[C:33]=2[CH:32]=[CH:31][CH:30]=1)[CH3:49] |f:0.1|. Procedure: To a stirred solution of 8.65 ml (5.2 mmol) KHMDS (0.6M solution in toluene) in 50 ml dry THF was added 1.96 g (4.0 mmol) of dimethyl N-benzyl-N-(9-phenylfluorenyl)-aspartate of Example 3 dissolved in 8 ml THF drop by drop at -74° C. under N2. The pale yellow solution was stirred at -74° C. for 45 minutes then 568 μl (4.4 mmol) EtOTf were added neat at once at -76° C. After 10 minutes the reaction was quenched with 3 ml MeOH and partitioned between 40 ml 1M H3PO4 and 50 ml Et2O. The water layer ...